This data is from the Open Reaction Database (ORD), a public repository of structured organic reaction records. The task is: describe an organic reaction: reactants, conditions, products, and yield Starting materials: CCO, ClCCl, Cc1nn(CCO)c(N)c1N=O. Yields the product Cc1nn(CCO)c(N)c1N. Reaction SMILES: [CH3:13][CH2:14][OH:15].[Cl:16][CH2:17][Cl:18].[NH2:1][c:2]1[c:3]([N:11]=[O:12])[c:4]([CH3:10])[n:5][n:6]1[CH2:7][CH2:8][OH:9]>>[NH2:1][c:2]1[c:3]([NH2:11])[c:4]([CH3:10])[n:5][n:6]1[CH2:7][CH2:8][OH:9]. The reactants are CCOC(CCn1cc(C#N)c(=O)[nH]c1=O)OCC, C1COCCO1. The product is N#Cc1cn(CCC=O)c(=O)[nH]c1=O. As a reaction SMILES: [CH2:1]([O:3][CH:4]([O:2][CH2:17][CH3:18])[CH2:5][CH2:6][n:7]1[c:8](=[O:16])[nH:9][c:10](=[O:15])[c:11]([C:13]#[N:14])[cH:12]1)[CH3:19].[O:20]1[CH2:21][CH2:22][O:23][CH2:24][CH2:25]1>>[O:3]=[CH:4][CH2:5][CH2:6][n:7]1[c:8](=[O:16])[nH:9][c:10](=[O:15])[c:11]([C:13]#[N:14])[cH:12]1. Starting materials: C(C1=CC=CC=C1)[Sn](CCCC)(CCCC)CCCC (benzyltributyltin), BrC1=CC=2C=3N(C(NC2C=C1)=O)C(N(N3)C3=CC=C(C=C3)C)=O (9-Bromo-2-(4-methylphenyl)-2,6-dihydro[1,2,4]triazolo[4,3-c]quinazoline-3,5-dione). The reagents and catalysts are C=1C=CC(=CC1)[P](C=2C=CC=CC2)(C=3C=CC=CC3)[Pd]([P](C=4C=CC=CC4)(C=5C=CC=CC5)C=6C=CC=CC6)([P](C=7C=CC=CC7)(C=8C=CC=CC8)C=9C=CC=CC9)[P](C=1C=CC=CC1)(C=1C=CC=CC1)C=1C=CC=CC1 (Pd(PPh3)4). Solvent: CN(C)C=O (DMF), CCN(CC)CC (NEt3). Reaction conditions: temperature 110 celsius, time 18 hour. Product: C(C1=CC=CC=C1)C1=CC=2C=3N(C(NC2C=C1)=O)C(N(N3)C3=CC=C(C=C3)C)=O (9-Benzyl-2-(4-methylphenyl)-2,6-dihydro[1,2,4]triazolo[4,3-c]quinazoline-3,5-dione). Isolated yield 64.8%. As a reaction SMILES: [CH2:1]([Sn](CCCC)(CCCC)CCCC)[C:2]1[CH:7]=[CH:6][CH:5]=[CH:4][CH:3]=1.Br[C:22]1[CH:31]=[CH:30][C:29]2[NH:28][C:27](=[O:32])[N:26]3[C:33](=[O:43])[N:34]([C:36]4[CH:41]=[CH:40][C:39]([CH3:42])=[CH:38][CH:37]=4)[N:35]=[C:25]3[C:24]=2[CH:23]=1>CN(C=O)C.CCN(CC)CC.C1C=CC([P]([Pd]([P](C2C=CC=CC=2)(C2C=CC=CC=2)C2C=CC=CC=2)([P](C2C=CC=CC=2)(C2C=CC=CC=2)C2C=CC=CC=2)[P](C2C=CC=CC=2)(C2C=CC=CC=2)C2C=CC=CC=2)(C2C=CC=CC=2)C2C=CC=CC=2)=CC=1>[CH2:1]([C:22]1[CH:31]=[CH:30][C:29]2[NH:28][C:27](=[O:32])[N:26]3[C:33](=[O:43])[N:34]([C:36]4[CH:41]=[CH:40][C:39]([CH3:42])=[CH:38][CH:37]=4)[N:35]=[C:25]3[C:24]=2[CH:23]=1)[C:2]1[CH:7]=[CH:6][CH:5]=[CH:4][CH:3]=1 |^1:59,61,80,99|. Reported procedure: To a stirred solution of benzyltributyltin (69 mg, 0.184 mmol) and 8a (19.5 mg, 0.0525 mmol) in a mixture of 2 mL of DMF and 1 mL of NEt3, was added Pd(PPh3)4 (6.0 mg, 5.3 μmol). The seal tube was sealed under argon and the mixture was stirred at 110° C. for 18 h. The reaction the mixture was cooled and concentrated to dryness in vacuo and the crude product was purified by chromatography on a silica gel column. Elution with n-heptane/EtOAc (2:1) as eluent yielded 16a as a white solid (13 mg, 65%... Starting materials: C(C1=CC=CC=C1)OC1=C(OCCN2C(=C(C3=CC=C(C=C23)C(=O)OC)C2CCCCC2)Br)C=CC=C1 (methyl 1-[2-(2-benzyloxyphenoxy)ethyl]-2-bromo-3-cyclohexyl-1H-indole-6-carboxylate), C(C)(=O)[O-].[K+] (potassium acetate). Reagents/catalysts: C=1C=CC(=CC1)[P](C=2C=CC=CC2)(C=3C=CC=CC3)[Pd]([P](C=4C=CC=CC4)(C=5C=CC=CC5)C=6C=CC=CC6)([P](C=7C=CC=CC7)(C=8C=CC=CC8)C=9C=CC=CC9)[P](C=1C=CC=CC1)(C=1C=CC=CC1)C=1C=CC=CC1 (tetrakis(triphenylphosphine)palladium). The solvent is CN(C(C)=O)C (N,N-dimethylacetamide). Conditions: temperature 130 celsius, time 41 hour. Yields the product C(C1=CC=CC=C1)OC1=CC=CC=2C3=C(C4=C(N3CCOC21)C=C(C=C4)C(=O)OC)C4CCCCC4 (methyl 4-benzyloxy-12-cyclohexyl-6,7-dihydro-5-oxa-7a-azadibenzo[a,e]azulene-9-carboxylate). Yield: 33.3%. As a reaction SMILES: [CH2:1]([O:8][C:9]1[CH:37]=[CH:36][CH:35]=[CH:34][C:10]=1[O:11][CH2:12][CH2:13][N:14]1[C:22]2[C:17](=[CH:18][CH:19]=[C:20]([C:23]([O:25][CH3:26])=[O:24])[CH:21]=2)[C:16]([CH:27]2[CH2:32][CH2:31][CH2:30][CH2:29][CH2:28]2)=[C:15]1Br)[C:2]1[CH:7]=[CH:6][CH:5]=[CH:4][CH:3]=1.C([O-])(=O)C.[K+]>CN(C)C(=O)C.C1C=CC([P]([Pd]([P](C2C=CC=CC=2)(C2C=CC=CC=2)C2C=CC=CC=2)([P](C2C=CC=CC=2)(C2C=CC=CC=2)C2C=CC=CC=2)[P](C2C=CC=CC=2)(C2C=CC=CC=2)C2C=CC=CC=2)(C2C=CC=CC=2)C2C=CC=CC=2)=CC=1>[CH2:1]([O:8][C:9]1[C:10]2[O:11][CH2:12][CH2:13][N:14]3[C:15](=[C:16]([CH:27]4[CH2:32][CH2:31][CH2:30][CH2:29][CH2:28]4)[C:17]4[CH:18]=[CH:19][C:20]([C:23]([O:25][CH3:26])=[O:24])=[CH:21][C:22]=43)[C:34]=2[CH:35]=[CH:36][CH:37]=1)[C:2]1[CH:7]=[CH:6][CH:5]=[CH:4][CH:3]=1 |f:1.2,^1:52,54,73,92|. Procedure details: To a solution of methyl 1-[2-(2-benzyloxyphenoxy)ethyl]-2-bromo-3-cyclohexyl-1H-indole-6-carboxylate (2.61 g) in N,N-dimethylacetamide (100 ml) were added potassium acetate (905 mg, 9.22 mmol) and tetrakis(triphenylphosphine)palladium (800 mg, 0.69 mmol), and the mixture was stirred at 130° C. for 41 hr. The mixture was allowed to cool to room temperature, and filtered through celite. Saturated aqueous ammonium chloride solution was added to the filtrate, and the mixture was extracted with ethyl... The reactants are CCNCC(F)(F)F, C1CCOC1, N#Cc1c(Cl)nc(SCc2csc(-c3ccc(Cl)cc3)n2)c(C#N)c1-c1ccc(OCCO)cc1, Cl, Cl, CNCC(F)(F)F, CN(C)C=O, O. The product is CCN(CC(F)(F)F)c1nc(SCc2csc(-c3ccc(Cl)cc3)n2)c(C#N)c(-c2ccc(OCCO)cc2)c1C#N. As a reaction SMILES: [CH2:2]([CH3:3])[NH:4][CH2:5][C:6]([F:7])([F:8])[F:9].[CH2:59]1[O:60][CH2:61][CH2:62][CH2:63]1.[Cl:10][c:11]1[n:12][c:13]([S:31][CH2:32][c:33]2[n:34][c:35](-[c:38]3[cH:39][cH:40][c:41]([Cl:44])[cH:42][cH:43]3)[s:36][cH:37]2)[c:14]([C:29]#[N:30])[c:15](-[c:19]2[cH:20][cH:21][c:22]([O:25][CH2:26][CH2:27][OH:28])[cH:23][cH:24]2)[c:16]1[C:17]#[N:18].[ClH:1].[ClH:45].[F:46][C:47]([F:48])([F:49])[CH2:50][NH:51][CH3:52].[O:53]=[CH:54][N:55]([CH3:56])[CH3:57].[OH2:58]>>[CH2:2]([CH3:3])[N:4]([CH2:5][C:6]([F:7])([F:8])[F:9])[c:11]1[n:12][c:13]([S:31][CH2:32][c:33]2[n:34][c:35](-[c:38]3[cH:39][cH:40][c:41]([Cl:44])[cH:42][cH:43]3)[s:36][cH:37]2)[c:14]([C:29]#[N:30])[c:15](-[c:19]2[cH:20][cH:21][c:22]([O:25][CH2:26][CH2:27][OH:28])[cH:23][cH:24]2)[c:16]1[C:17]#[N:18]. The reactants are C([C@@H](O)C)(=O)O (L-lactic acid), CC(=C)[C@@H]1CC[C@]2([C@H]1[C@H]3CC[C@@H]4[C@]5(CC[C@@H](C([C@@H]5CC[C@]4([C@@]3(CC2)C)C)(C)C)O)C)CO (betulin), tin(II)octoate, C(C(=C)CC(=O)O)(=O)O (itaconic acid), OCC(CO)(CO)CO (pentaerythritol). Run at time 20 hour. Product: C(C(O)C)(=O)O.C(C(=C)CC(=O)O)(=O)O.CC(=C)[C@@H]1CC[C@]2([C@H]1[C@H]3CC[C@@H]4[C@]5(CC[C@@H](C([C@@H]5CC[C@]4([C@@]3(CC2)C)C)(C)C)O)C)CO (Lactic Acid Itaconic Acid Betulin). RXN SMILES: [C:1]([OH:6])(=[O:5])[C@H:2]([CH3:4])[OH:3].[C:7]([OH:15])(=[O:14])[C:8]([CH2:10][C:11]([OH:13])=[O:12])=[CH2:9].OCC(CO)(CO)CO.[CH3:25][C:26]([C@H:28]1[C@@H:32]2[C@@H:33]3[C@@:46]([CH3:49])([CH2:47][CH2:48][C@@:31]2([CH2:55][OH:56])[CH2:30][CH2:29]1)[C@@:45]1([CH3:50])[C@@H:36]([C@:37]2([CH3:54])[C@@H:42]([CH2:43][CH2:44]1)[C:41]([CH3:52])([CH3:51])[C@@H:40]([OH:53])[CH2:39][CH2:38]2)[CH2:35][CH2:34]3)=[CH2:27]>>[C:1]([OH:6])(=[O:5])[CH:2]([CH3:4])[OH:3].[C:7]([OH:15])(=[O:14])[C:8]([CH2:10][C:11]([OH:13])=[O:12])=[CH2:9].[CH3:27][C:26]([C@H:28]1[C@@H:32]2[C@@H:33]3[C@@:46]([CH3:49])([CH2:47][CH2:48][C@@:31]2([CH2:55][OH:56])[CH2:30][CH2:29]1)[C@@:45]1([CH3:50])[C@@H:36]([C@:37]2([CH3:54])[C@@H:42]([CH2:43][CH2:44]1)[C:41]([CH3:52])([CH3:51])[C@@H:40]([OH:53])[CH2:39][CH2:38]2)[CH2:35][CH2:34]3)=[CH2:25] |f:4.5.6|. Procedure: Polymerisation was performed as in Example 3, but the amounts of ingredients were following: 85.2 g of L-lactic acid (78 mole-%), 25.9 g of itaconic acid (16.5 mole-%), 1.4 g of pentaerythritol (0.8 mole-%), 25 g of betulin (4.7 mole-%) and 0.0375 g of tin(II)octoate. Total polymerisation time was 20 hours. As product, was obtained hard brittle brownish yellow mass, which was end-functionalised according to the example 11 and finally crosslinked by radicals. Product: COC1=CC(=C(OC2=CC=C(CNC(=O)C3(CC3)NC(=O)C3=CN=CO3)C=C2)C=C1)C(F)(F)F (oxazole-5-carboxylic acid{1-[4-(4-methoxy-2-trifluoromethyl-phenoxy)-benzylcarbamoyl]-cyclopropyl}-amide). As a reaction SMILES: CN(C(ON1N=NC2C=CC=CC1=2)=[N+](C)C)C.[B-](F)(F)(F)F.[O:23]1[C:27]([C:28]([OH:30])=O)=[CH:26][N:25]=[CH:24]1.FC(F)(F)C(O)=O.[CH3:38][O:39][C:40]1[CH:60]=[CH:59][C:43]([O:44][C:45]2[CH:58]=[CH:57][C:48]([CH2:49][NH:50][C:51]([C:53]3([NH2:56])[CH2:55][CH2:54]3)=[O:52])=[CH:47][CH:46]=2)=[C:42]([C:61]([F:64])([F:63])[F:62])[CH:41]=1>CN(C=O)C>[CH3:38][O:39][C:40]1[CH:60]=[CH:59][C:43]([O:44][C:45]2[CH:58]=[CH:57][C:48]([CH2:49][NH:50][C:51]([C:53]3([NH:56][C:28]([C:27]4[O:23][CH:24]=[N:25][CH:26]=4)=[O:30])[CH2:54][CH2:55]3)=[O:52])=[CH:47][CH:46]=2)=[C:42]([C:61]([F:62])([F:63])[F:64])[CH:41]=1 |f:0.1,3.4|. The solvent is CN(C)C=O (DMF). Reaction conditions: time 5 minute. Starting materials: FC(C(=O)O)(F)F.COC1=CC(=C(OC2=CC=C(CNC(=O)C3(CC3)N)C=C2)C=C1)C(F)(F)F (1-amino-cyclopropanecarboxylic acid 4-(4-methoxy-2-trifluoromethyl-phenoxy)-benzylamide-trifluoroacetic acid salt), TEA, CN(C)C(=[N+](C)C)ON1C2=C(C=CC=C2)N=N1.[B-](F)(F)(F)F (TBTU), O1C=NC=C1C(=O)O (oxazole-5-carboxylic acid). Reported procedure: 57.5 μL (0.41 mmol) of TEA and 48 mg (0.15 mmol) of TBTU were added to a solution of 15.4 mg (0.14 mmol) of oxazole-5-carboxylic acid in 1.5 mL DMF and the mixture was stirred for 5 min at RT. Then 67.5 mg (0.14 mmol) of 1-amino-cyclopropanecarboxylic acid 4-(4-methoxy-2-trifluoromethyl-phenoxy)-benzylamide-trifluoroacetic acid salt (from 85a) were added and the mixture was stirred for 2 h at ambient temperature. The reaction mixture was purified by chromatography (reversed phase). The reactants are C[O-], CO, CS(=O)(=O)c1snc(OCC#CI)c1C#N, [Na+], O. The product is COc1snc(OCC#CI)c1C#N. RXN SMILES: [CH3:17][O-:18].[CH3:21][OH:22].[I:1][C:2]#[C:3][CH2:4][O:5][c:6]1[n:7][s:8][c:9]([S:13]([CH3:14])(=[O:15])=[O:16])[c:10]1[C:11]#[N:12].[Na+:19].[OH2:20]>>[I:1][C:2]#[C:3][CH2:4][O:5][c:6]1[n:7][s:8][c:9]([O:18][CH3:17])[c:10]1[C:11]#[N:12]. Reactants: COC(=O)CC(=O)OC, COC1CCC(C)(C)N1C(=O)OC(C)(C)C, CCN(C(C)C)C(C)C, [Cl-], ClCCl, [NH4+]. Product: COC(=O)C(C(=O)OC)C1CCC(C)(C)N1C(=O)OC(C)(C)C. Reaction SMILES: [C:1]([CH2:2][C:3](=[O:4])[O:5][CH3:6])(=[O:7])[O:8][CH3:9].[CH3:19][O:20][CH:21]1[CH2:22][CH2:23][C:24]([CH3:33])([CH3:34])[N:25]1[C:26](=[O:27])[O:28][C:29]([CH3:30])([CH3:31])[CH3:32].[CH:10]([N:11]([CH2:12][CH3:13])[CH:14]([CH3:15])[CH3:16])([CH3:17])[CH3:18].[Cl-:35].[Cl:37][CH2:38][Cl:39].[NH4+:36]>>[C:1]([CH:2]([C:3](=[O:4])[O:5][CH3:6])[CH:21]1[CH2:22][CH2:23][C:24]([CH3:33])([CH3:34])[N:25]1[C:26](=[O:27])[O:28][C:29]([CH3:30])([CH3:31])[CH3:32])(=[O:7])[O:8][CH3:9].